describe an organic reaction: reactants, conditions, products, and yield From a dataset of the Open Reaction Database (ORD), a public repository of structured organic reaction records. The yield is 343.3%. Run in O1CCCC1 (tetrahydrofuran), O1CCCC1 (tetrahydrofuran). Reactants: C(#N)C1=C(C=CC=C1)C=1C(N(C=C(C1)C1=NC=CC=C1)C1=CC=CC=C1)=O (3-(2-cyanophenyl)-5-(2-pyridyl)-1-phenyl-1,2-dihydropyridin-2-one), S(O)(O)(=O)=O (sulfuric acid). As a reaction SMILES: [S:1](=[O:5])(=[O:4])([OH:3])[OH:2].[C:6]([C:8]1[CH:13]=[CH:12][CH:11]=[CH:10][C:9]=1[C:14]1[C:15](=[O:32])[N:16]([C:26]2[CH:31]=[CH:30][CH:29]=[CH:28][CH:27]=2)[CH:17]=[C:18]([C:20]2[CH:25]=[CH:24][CH:23]=[CH:22][N:21]=2)[CH:19]=1)#[N:7]>O1CCCC1>[S:1]([OH:5])([OH:4])(=[O:3])=[O:2].[C:6]([C:8]1[CH:13]=[CH:12][CH:11]=[CH:10][C:9]=1[C:14]1[C:15](=[O:32])[N:16]([C:26]2[CH:31]=[CH:30][CH:29]=[CH:28][CH:27]=2)[CH:17]=[C:18]([C:20]2[CH:25]=[CH:24][CH:23]=[CH:22][N:21]=2)[CH:19]=1)#[N:7] |f:3.4|. Procedure: A mixture of concentrated sulfuric acid (60 μL, 1.08 mmol) and tetrahydrofuran (5 mL) was added under cooling with ice to a mixture of 3-(2-cyanophenyl)-5-(2-pyridyl)-1-phenyl-1,2-dihydropyridin-2-one (200 mg, 0.138 mmol) and tetrahydrofuran (20 mL), which was then stirred under cooling with ice for one hour. The precipitated solid was collected by filtration, washed with ethyl acetate (small amount), and then dried under reduced pressure to provide 212 mg of the title compound as white crystals... The product is S(=O)(=O)(O)O.C(#N)C1=C(C=CC=C1)C=1C(N(C=C(C1)C1=NC=CC=C1)C1=CC=CC=C1)=O (3-(2-Cyanophenyl)-5-(2-pyridyl)-1-phenyl-1,2-dihydropyridin-2-one sulfate). Reactants: ClCCl, Clc1nc[nH]c1Cl, O=CC(=Cc1ccccc1Cl)c1ccc(F)cc1, O, O=S(Cl)Cl. Yields the product Fc1ccc(C(=Cc2ccccc2Cl)C(Cl)n2cnc(Cl)c2Cl)cc1. As a reaction SMILES: [CH2:31]([Cl:32])[Cl:33].[Cl:5][c:6]1[n:7][cH:8][nH:9][c:10]1[Cl:11].[F:12][c:13]1[cH:14][cH:15][c:16]([C:19]([CH:20]=[O:21])=[CH:22][c:23]2[c:24]([Cl:29])[cH:25][cH:26][cH:27][cH:28]2)[cH:17][cH:18]1.[OH2:30].[S:1]([Cl:2])([Cl:3])=[O:4]>>[Cl:3][CH:20]([n:7]1[c:6]([Cl:5])[c:10]([Cl:11])[n:9][cH:8]1)[C:19]([c:16]1[cH:15][cH:14][c:13]([F:12])[cH:18][cH:17]1)=[CH:22][c:23]1[c:24]([Cl:29])[cH:25][cH:26][cH:27][cH:28]1. Reactants: CCCN(CCC)CC(=O)N1c2ccccc2-n2c(n[nH]c2=O)-c2cccnc21, CN(C)C=O, CN(C)CCCl, [H-], [Na+], Cc1ccccc1C. Product: CCCN(CCC)CC(=O)N1c2ccccc2-n2c(nn(CCN(C)C)c2=O)-c2cccnc21. RXN SMILES: [CH2:1]([CH2:2][CH3:3])[N:4]([CH2:5][CH2:6][CH3:7])[CH2:8][C:9](=[O:10])[N:11]1[c:12]2[c:13]([cH:26][cH:27][cH:28][n:29]2)-[c:14]2[n:15]([c:22](=[O:25])[nH:23][n:24]2)-[c:16]2[c:17]1[cH:18][cH:19][cH:20][cH:21]2.[CH3:38][N:39]([CH3:40])[CH:41]=[O:42].[Cl:32][CH2:33][CH2:34][N:35]([CH3:36])[CH3:37].[H-:30].[Na+:31].[c:43]1([CH3:44])[c:45]([CH3:46])[cH:47][cH:48][cH:49][cH:50]1>>[CH2:1]([CH2:2][CH3:3])[N:4]([CH2:5][CH2:6][CH3:7])[CH2:8][C:9](=[O:10])[N:11]1[c:12]2[c:13]([cH:26][cH:27][cH:28][n:29]2)-[c:14]2[n:15]([c:22](=[O:25])[n:23]([CH2:33][CH2:34][N:35]([CH3:36])[CH3:37])[n:24]2)-[c:16]2[c:17]1[cH:18][cH:19][cH:20][cH:21]2.